Dataset: the Open Reaction Database (ORD), a public repository of structured organic reaction records. Task: describe an organic reaction: reactants, conditions, products, and yield The reactants are C(C1=CC=CC=C1)[C@@H]1N(CCN(C1)C1=CC(=C(C=C1)OC)OC1CCCC1)C(CC=1N=CNC1)=O (1-[(S)-2-benzyl-4-(3-cyclopentyloxy-4-methoxy-phenyl)-piperazin-1-yl]-2-(1H-imidazol-4-yl)-ethanone), BrC(C)C (2-bromopropane). Product: C(C1=CC=CC=C1)[C@@H]1N(CCN(C1)C1=CC(=C(C=C1)OC)OC1CCCC1)C(CC=1N=CN(C1)C(C)C)=O ((S)-1-(2-benzyl-4-(3-(cyclopentyloxy)-4-methoxyphenyl)piperazin-1-yl)-2-(1-isopropyl-1H-imidazol-4-yl)ethanone). Isolated yield 20.0%. As a reaction SMILES: [CH2:1]([C@H:8]1[CH2:13][N:12]([C:14]2[CH:19]=[CH:18][C:17]([O:20][CH3:21])=[C:16]([O:22][CH:23]3[CH2:27][CH2:26][CH2:25][CH2:24]3)[CH:15]=2)[CH2:11][CH2:10][N:9]1[C:28](=[O:35])[CH2:29][C:30]1[N:31]=[CH:32][NH:33][CH:34]=1)[C:2]1[CH:7]=[CH:6][CH:5]=[CH:4][CH:3]=1.Br[CH:37]([CH3:39])[CH3:38]>>[CH2:1]([C@H:8]1[CH2:13][N:12]([C:14]2[CH:19]=[CH:18][C:17]([O:20][CH3:21])=[C:16]([O:22][CH:23]3[CH2:27][CH2:26][CH2:25][CH2:24]3)[CH:15]=2)[CH2:11][CH2:10][N:9]1[C:28](=[O:35])[CH2:29][C:30]1[N:31]=[CH:32][N:33]([CH:37]([CH3:39])[CH3:38])[CH:34]=1)[C:2]1[CH:3]=[CH:4][CH:5]=[CH:6][CH:7]=1. Procedure details: Prepared using the same procedure described in Example 336 using 1-[(S)-2-benzyl-4-(3-cyclopentyloxy-4-methoxy-phenyl)-piperazin-1-yl]-2-(1H-imidazol-4-yl)-ethanone and 2-bromopropane to afford the title compound as an orange solid (67 mg, 20% overall). LC/MS (Method B) 2.88 min, [M+1]+ 517. Starting materials: COC(=O)c1cccc(CSCCc2ccccc2)c1, C1CCOC1, CO, [Na+], [OH-]. Yields the product O=C(O)c1cccc(CSCCc2ccccc2)c1. RXN SMILES: [CH2:1]([CH2:2][c:3]1[cH:4][cH:5][cH:6][cH:7][cH:8]1)[S:9][CH2:10][c:11]1[cH:12][c:13]([C:14](=[O:15])[O:16][CH3:17])[cH:18][cH:19][cH:20]1.[CH2:23]1[O:24][CH2:25][CH2:26][CH2:27]1.[CH3:28][OH:29].[Na+:22].[OH-:21]>>[CH2:1]([CH2:2][c:3]1[cH:4][cH:5][cH:6][cH:7][cH:8]1)[S:9][CH2:10][c:11]1[cH:12][c:13]([C:14](=[O:15])[OH:16])[cH:18][cH:19][cH:20]1. The reactants are BrC1=NC=C(C=C1)C#N (2-bromo-5-cyanopyridine), C1(CC1)B(O)O (cyclopropylboronic acid), P(=O)([O-])([O-])[O-].[K+].[K+].[K+] (potassium phosphate), C1(CCCCC1)P(C1CCCCC1)C1CCCCC1 (tricyclohexylphosphine). Reagents/catalysts: C(C)(=O)[O-].[Pd+2].C(C)(=O)[O-] (palladium(II) acetate). Solvent: C1(=CC=CC=C1)C (toluene), O (water). Run at temperature 100 celsius. Yields the product C1(CC1)C1=NC=C(C#N)C=C1 (6-Cyclopropylnicotinonitrile). Yield: 53.7%. RXN SMILES: Br[C:2]1[CH:7]=[CH:6][C:5]([C:8]#[N:9])=[CH:4][N:3]=1.[CH:10]1(B(O)O)[CH2:12][CH2:11]1.P([O-])([O-])([O-])=O.[K+].[K+].[K+].C1(P(C2CCCCC2)C2CCCCC2)CCCCC1>C1(C)C=CC=CC=1.O.C([O-])(=O)C.[Pd+2].C([O-])(=O)C>[CH:10]1([C:2]2[CH:7]=[CH:6][C:5]([C:8]#[N:9])=[CH:4][N:3]=2)[CH2:12][CH2:11]1 |f:2.3.4.5,9.10.11|. Procedure: Deoxygenate a mixture of 2-bromo-5-cyanopyridine (1.83 g, 10.0 mmol), cyclopropylboronic acid (1.1 g, 13 mmol), palladium(II) acetate (0.11 g, 0.49 mmol), and potassium phosphate (7.4 g, 35 mmol) in toluene (40.00 mL) and water (2 mL) by bubbling nitrogen through the mixture. Add tricyclohexylphosphine (1.0 mL, 1.0 mmol, 1 M in toluene). Heat the reaction mixture at 100° C. for 14 hours and allow the reaction mixture to cool. Decant the supernatant and wash the leftover sludge with dichlorometha... Yields the product ClC1=CC=C(C=C1)C1(OCC(CO1)(C(=O)O)C)C1=CC=C(C=C1)Cl (2,2-bis(4-chloro phenyl)-5-methyl-1,3-dioxane-5-carboxylic acid). Run in C1(=CC=CC=C1)C (toluene), C1(=CC=CC=C1)C (toluene). As a reaction SMILES: [OH:1][CH2:2][C:3]([CH2:8][OH:9])([CH3:7])[C:4]([OH:6])=[O:5].C1(C)C=CC(S(O)(=O)=O)=CC=1.[Cl:21][C:22]1[CH:27]=[CH:26][C:25]([C:28]([C:33]2[CH:38]=[CH:37][C:36]([Cl:39])=[CH:35][CH:34]=2)(OC)OC)=[CH:24][CH:23]=1>C1(C)C=CC=CC=1>[Cl:21][C:22]1[CH:23]=[CH:24][C:25]([C:28]2([C:33]3[CH:38]=[CH:37][C:36]([Cl:39])=[CH:35][CH:34]=3)[O:9][CH2:8][C:3]([CH3:7])([C:4]([OH:6])=[O:5])[CH2:2][O:1]2)=[CH:26][CH:27]=1. Reaction conditions: time 2 hour. Reported procedure: In a round bottom flask, (0.9 g) 3-hydroxy-2-(hydroxymethyl)-2-methylpropanoic acid and (9.8 mg) p-toluene sulfonic acid and 2 ml toluene was taken. The reaction mixture was stirred at room temperature and subsequently 2 g (1 equiv) bis-(4-chlorophenyl)-dimethoxymethane [IIa4] diluted with 5 ml toluene was added through droping funnel. The reaction mixture was heated at reflux temperature and the water was removed azeotropically under Dean Stark. Continuous removal and addition of toluene was do... The reactants are OCC(C(=O)O)(C)CO (3-hydroxy-2-(hydroxymethyl)-2-methylpropanoic acid), C1(=CC=C(C=C1)S(=O)(=O)O)C (p-toluene sulfonic acid), ClC1=CC=C(C=C1)C(OC)(OC)C1=CC=C(C=C1)Cl (bis-(4-chlorophenyl)-dimethoxymethane). Reactants: COCC(COC)OS(C)(=O)=O, [N-]=[N+]=[N-], [Na+], O. Yields the product COCC(COC)N=[N+]=[N-]. Reaction SMILES: [CH3:1][O:2][CH2:3][CH:4]([CH2:5][O:6][CH3:7])[O:8][S:9]([CH3:10])(=[O:11])=[O:12].[N-:14]=[N+:15]=[N-:16].[Na+:13].[OH2:17]>>[CH3:1][O:2][CH2:3][CH:4]([CH2:5][O:6][CH3:7])[N:14]=[N+:15]=[N-:16]. Starting materials: CC(C)(C)OC(=O)N1CCNCC1, CN(Cc1cc(Br)ccc1Cl)C(=O)OCc1ccccc1, CC(C)(C)[O-], Cc1ccccc1, [Na+], c1ccc(P(c2ccccc2)c2ccc3ccccc3c2-c2c(P(c3ccccc3)c3ccccc3)ccc3ccccc23)cc1. Yields the product CN(Cc1cc(N2CCN(C(=O)OC(C)(C)C)CC2)ccc1Cl)C(=O)OCc1ccccc1. As a reaction SMILES: [C:22](=[O:23])([O:24][C:25]([CH3:26])([CH3:27])[CH3:28])[N:29]1[CH2:30][CH2:31][NH:32][CH2:33][CH2:34]1.[CH2:1]([c:2]1[cH:3][cH:4][cH:5][cH:6][cH:7]1)[O:8][C:9]([N:10]([CH3:11])[CH2:12][c:13]1[c:14]([Cl:20])[cH:15][cH:16][c:17]([Br:19])[cH:18]1)=[O:21].[CH3:35][C:36]([CH3:37])([O-:38])[CH3:39].[CH3:87][c:88]1[cH:89][cH:90][cH:91][cH:92][cH:93]1.[Na+:40].[cH:41]1[cH:42][cH:43][c:44]([P:45]([c:46]2[cH:47][cH:48][c:49]3[c:50]([cH:51][cH:52][cH:53][cH:54]3)[c:55]2-[c:56]2[c:57]3[c:58]([cH:59][cH:60][cH:61][cH:62]3)[cH:63][cH:64][c:65]2[P:66]([c:67]2[cH:68][cH:69][cH:70][cH:71][cH:72]2)[c:73]2[cH:74][cH:75][cH:76][cH:77][cH:78]2)[c:79]2[cH:80][cH:81][cH:82][cH:83][cH:84]2)[cH:85][cH:86]1>>[CH2:1]([c:2]1[cH:3][cH:4][cH:5][cH:6][cH:7]1)[O:8][C:9]([N:10]([CH3:11])[CH2:12][c:13]1[c:14]([Cl:20])[cH:15][cH:16][c:17]([N:32]2[CH2:31][CH2:30][N:29]([C:22](=[O:23])[O:24][C:25]([CH3:26])([CH3:27])[CH3:28])[CH2:34][CH2:33]2)[cH:18]1)=[O:21]. Reactants: ClCCl, COc1ccc(N2CC(CO)CC2=O)cc1F, CC(C)OC(=O)N=NC(=O)OC(C)C, Oc1ccccc1, c1ccc(P(c2ccccc2)c2ccccc2)cc1. Yields the product COc1ccc(N2CC(COc3ccccc3)CC2=O)cc1F. RXN SMILES: [Cl:58][CH2:59][Cl:60].[F:1][c:2]1[cH:3][c:4]([N:10]2[C:11](=[O:17])[CH2:12][CH:13]([CH2:15][OH:16])[CH2:14]2)[cH:5][cH:6][c:7]1[O:8][CH3:9].[O:44]=[C:45]([O:46][CH:47]([CH3:48])[CH3:49])[N:50]=[N:51][C:52]([O:53][CH:54]([CH3:55])[CH3:56])=[O:57].[OH:18][c:19]1[cH:20][cH:21][cH:22][cH:23][cH:24]1.[c:25]1([P:26]([c:27]2[cH:28][cH:29][cH:30][cH:31][cH:32]2)[c:33]2[cH:34][cH:35][cH:36][cH:37][cH:38]2)[cH:39][cH:40][cH:41][cH:42][cH:43]1>>[F:1][c:2]1[cH:3][c:4]([N:10]2[C:11](=[O:17])[CH2:12][CH:13]([CH2:15][O:16][c:19]3[cH:20][cH:21][cH:22][cH:23][cH:24]3)[CH2:14]2)[cH:5][cH:6][c:7]1[O:8][CH3:9]. The reactants are CN=C=O, ClC(Cl)Cl, CC1(C)CON(Cc2ccc(N)cc2Cl)C1=O. Yields the product CNC(=O)Nc1ccc(CN2OCC(C)(C)C2=O)c(Cl)c1. As a reaction SMILES: [CH3:18][N:19]=[C:20]=[O:21].[CH:22]([Cl:23])([Cl:24])[Cl:25].[NH2:1][c:2]1[cH:3][c:4]([Cl:17])[c:5]([CH2:8][N:9]2[O:10][CH2:11][C:12]([CH3:15])([CH3:16])[C:13]2=[O:14])[cH:6][cH:7]1>>[NH:1]([c:2]1[cH:3][c:4]([Cl:17])[c:5]([CH2:8][N:9]2[O:10][CH2:11][C:12]([CH3:15])([CH3:16])[C:13]2=[O:14])[cH:6][cH:7]1)[C:20]([NH:19][CH3:18])=[O:21].